Dataset: the Open Reaction Database (ORD), a public repository of structured organic reaction records. Task: describe an organic reaction: reactants, conditions, products, and yield Reactants: CCO, O=C(O)c1c(-c2ccncc2)c(-c2ccc(F)cc2)n2c1SCC2. Product: Fc1ccc(-c2c(-c3ccncc3)cc3n2CCS3)cc1. RXN SMILES: [CH3:25][CH2:26][OH:27].[F:1][c:2]1[cH:3][cH:4][c:5](-[c:8]2[c:9](-[c:19]3[cH:20][cH:21][n:22][cH:23][cH:24]3)[c:10]([C:16]([OH:17])=[O:18])[c:11]3[n:15]2[CH2:14][CH2:13][S:12]3)[cH:6][cH:7]1>>[F:1][c:2]1[cH:3][cH:4][c:5](-[c:8]2[c:9](-[c:19]3[cH:20][cH:21][n:22][cH:23][cH:24]3)[cH:10][c:11]3[n:15]2[CH2:14][CH2:13][S:12]3)[cH:6][cH:7]1. Reactants: CCO, CCCn1c(-c2ccc(O)cc2)cnc1SC. Product: CCCn1cncc1-c1ccc(O)cc1. RXN SMILES: [CH3:18][CH2:19][OH:20].[CH3:1][S:2][c:3]1[n:4]([CH2:15][CH2:16][CH3:17])[c:5](-[c:8]2[cH:9][cH:10][c:11]([OH:14])[cH:12][cH:13]2)[cH:6][n:7]1>>[cH:3]1[n:4]([CH2:15][CH2:16][CH3:17])[c:5](-[c:8]2[cH:9][cH:10][c:11]([OH:14])[cH:12][cH:13]2)[cH:6][n:7]1. Reactants: [Cl-].[Na+] (sodium chloride), C1(CCCCC1)[Mg]Cl (cyclohexyl magnesium chloride), ClCCCC(=O)C1=CC=CC=C1 (4-chlorobutyrophenone). Run in CCOCC (ether), CCOCC (ether). The product is C1(=CC=CC=C1)C(CCCCl)(O)C1CCCCC1 (1-phenyl-1-cyclohexyl-4-chloro-1-butanol). The yield is 62.2%. Reaction SMILES: [CH:1]1([Mg]Cl)[CH2:6][CH2:5][CH2:4][CH2:3][CH2:2]1.[Cl:9][CH2:10][CH2:11][CH2:12][C:13]([C:15]1[CH:20]=[CH:19][CH:18]=[CH:17][CH:16]=1)=[O:14].[Cl-].[Na+]>CCOCC>[C:1]1([C:13]([CH:15]2[CH2:20][CH2:19][CH2:18][CH2:17][CH2:16]2)([OH:14])[CH2:12][CH2:11][CH2:10][Cl:9])[CH:6]=[CH:5][CH:4]=[CH:3][CH:2]=1 |f:2.3|. Procedure: To a stirred and ice-cooled solution of cyclohexyl magnesium chloride (60 mmol) in dry ether (23.2 ml), 4-chlorobutyrophenone (5.5 g) in ether (17 ml) was added dropwise. The mixture was stirred at 0° C. for 2 hours, then an aqueous solution of sodium chloride was cautiously added. The organic phase was separated and dried. The solvent was removed and the residue was purified by column chromatography (hexane, ether 98:2), affording 5 g of 1-phenyl-1-cyclohexyl-4-chloro-1-butanol as an oil.